Dataset: the Open Reaction Database (ORD), a public repository of structured organic reaction records. Task: describe an organic reaction: reactants, conditions, products, and yield Reactants: O=P(Cl)(Cl)Cl (POCl3), CN(C)C=O (DMF), S1C(=CC=C1)C=1SC=CC1 (2,2'-bithiophene), CN(C)C=O (DMF), [OH-].[Na+] (NaOH). Conditions: temperature 0 celsius, time 1 hour. The product is C(=O)C1=CC=C(S1)C=1SC=CC1 (5-formyl-2,2'-bithiophene). RXN SMILES: O=P(Cl)(Cl)Cl.[S:6]1[CH:10]=[CH:9][CH:8]=[C:7]1[C:11]1[S:12][CH:13]=[CH:14][CH:15]=1.[OH-].[Na+].CN([CH:21]=[O:22])C>>[CH:21]([C:10]1[S:6][C:7]([C:11]2[S:12][CH:13]=[CH:14][CH:15]=2)=[CH:8][CH:9]=1)=[O:22] |f:2.3|. Procedure details: 250 ml of DMF in 1 liter flask was added 50.2 ml of POCl3 and stirred for 1 hour at 0° C. to form a complex. 83 g of 2,2'-bithiophene was dissolved in 200 ml of DMF and then added into the complex. After the solution was stirred at 10° C. for 0.5 hour, then the temperature was raised to 40° C. and stirred for 20 hours. The orange viscous product was poured into 3 l beaker and crushed ice cubes were added and stirred for 0.5 hour and then neutralized with 600 ml of 10% aqueous NaOH solution. Afte... Isolated yield 10.7%. RXN SMILES: [N+](C1C=CC(O[C:11]([C:13]2[C:14]3[CH:25]=[C:24]([CH2:26][CH3:27])[O:23][C:15]=3[C:16]([O:19][CH:20]([F:22])[F:21])=[N:17][CH:18]=2)=[O:12])=CC=1)([O-])=O.[NH2:28][C:29]1[C:36]([Cl:37])=[CH:35][C:32]([C:33]#[N:34])=[CH:31][C:30]=1[Cl:38]>>[Cl:37][C:36]1[CH:35]=[C:32]([C:33]#[N:34])[CH:31]=[C:30]([Cl:38])[C:29]=1[NH:28][C:11]([C:13]1[C:14]2[CH:25]=[C:24]([CH2:26][CH3:27])[O:23][C:15]=2[C:16]([O:19][CH:20]([F:21])[F:22])=[N:17][CH:18]=1)=[O:12]. Product: ClC1=C(C(=CC(=C1)C#N)Cl)NC(=O)C=1C2=C(C(=NC1)OC(F)F)OC(=C2)CC (7-Difluoromethoxy-2-ethylfuro[2,3-c]pyridine-4-carboxylic acid (2,6-dichloro-4-cyanophenyl)amide). The reactants are [N+](=O)([O-])C1=CC=C(C=C1)OC(=O)C=1C2=C(C(=NC1)OC(F)F)OC(=C2)CC (7-difluromethoxy-2-ethylfuro[2,3-c]pyridine-4-carboxylic acid 4-nitrophenyl ester), NC1=C(C=C(C#N)C=C1Cl)Cl (4-amino-3,5-dichlorobenzonitrile). Reported procedure: Starting from 7-difluromethoxy-2-ethylfuro[2,3-c]pyridine-4-carboxylic acid 4-nitrophenyl ester (100 mg) and 4-amino-3,5-dichlorobenzonitrile (99 mg). Purification by column chromatography on silica eluting with 1% methanol in dichloromethane afforded the title compound as a white solid (12 mg).